Task: describe an organic reaction: reactants, conditions, products, and yield. Dataset: the Open Reaction Database (ORD), a public repository of structured organic reaction records Procedure details: 3,4-Diethoxyaniline (1.8 g) and diethylaniline (1.5 g) were dissolved in benzene (20 ml). To the resultant solution was dropwise added isopropyl chloroformate (1.2 g) in 5 minutes under ice-cooling. After being allowed to stand at room temperatue for 3 hours, the reaction mixture was poured into ice-water and extracted with ether. The extract was washed with water, dried over magnesium sulfate and concentrated under reduced pressure to give crude crystals (2.6 g). Recrystallization from ethanol ... The yield is 87.9%. Reactants: ClC(=O)OC(C)C (isopropyl chloroformate), ice water, C(C)OC=1C=C(N)C=CC1OCC (3,4-Diethoxyaniline), CCN(CC)C=1C=CC=CC1 (diethylaniline), resultant solution. Reaction SMILES: [CH2:1]([O:3][C:4]1[CH:5]=[C:6]([CH:8]=[CH:9][C:10]=1[O:11][CH2:12][CH3:13])[NH2:7])[CH3:2].CCN(C1C=CC=CC=1)CC.Cl[C:26]([O:28][CH:29]([CH3:31])[CH3:30])=[O:27]>C1C=CC=CC=1>[CH2:1]([O:3][C:4]1[CH:5]=[C:6]([NH:7][C:26](=[O:27])[O:28][CH:29]([CH3:31])[CH3:30])[CH:8]=[CH:9][C:10]=1[O:11][CH2:12][CH3:13])[CH3:2]. Solvent: C1=CC=CC=C1 (benzene). Reaction conditions: time 3 hour. The product is C(C)OC=1C=C(C=CC1OCC)NC(OC(C)C)=O (isopropyl N-(3,4-diethoxyphenyl)carbamate). The reactants are CC1=CC=C(C(=N1)C(=O)OC)N1N=CC=C1 (methyl 6-methyl-3-(1H-pyrazol-1-yl)-2-pyridinecarboxylate), [Li+].[OH-] (LiOH). The solvent is C1CCOC1.O (THF water). Product: CC1=CC=C(C(=N1)C(=O)O)N1N=CC=C1 (6-methyl-3-(1H-pyrazol-1-yl)-2-pyridinecarboxylic acid). RXN SMILES: [CH3:1][C:2]1[N:7]=[C:6]([C:8]([O:10]C)=[O:9])[C:5]([N:12]2[CH:16]=[CH:15][CH:14]=[N:13]2)=[CH:4][CH:3]=1.[Li+].[OH-]>C1COCC1.O>[CH3:1][C:2]1[N:7]=[C:6]([C:8]([OH:10])=[O:9])[C:5]([N:12]2[CH:16]=[CH:15][CH:14]=[N:13]2)=[CH:4][CH:3]=1 |f:1.2,3.4|. Procedure: A solution of methyl 6-methyl-3-(1H-pyrazol-1-yl)-2-pyridinecarboxylate D37 (106 mg) and LiOH (17.53 mg, 0.732 mmol) in THF/water (2:1, 6 ml) was stirred overnight. The mixture was evaporated under reduced pressure; the residue was taken up in water (2 ml) and the pH was adjusted to pH=2 with 1 M HCl solution. The mixture was loaded onto a pre-conditioned C18 column (5 g, eluted with water and then MeOH). The methanol fractions were evaporated under reduced pressure to give the title compound D3... The reactants are C(C)N1N=CC=2C1=NC(=C(C2NC2CCOCC2)CNC(=O)C2=CC(=CC=C2)C(=O)NCC=2C=C(C=CC2C)C2=CC(=CC=C2)C=O)CC (N-{[1,6-diethyl-4-(tetrahydro-2H-pyran-4-ylamino)-1H-pyrazolo[3,4-b]pyridin-5-yl]methyl}-N′-[(3′-formyl-4-methyl-3-biphenylyl)methyl]-1,3-benzenedicarboxamide), N1(CCNCCC1)C(=O)OC(C)(C)C (tert-butyl 1-homopiperazine carboxylate), CC(=O)O (AcOH), [BH-](OC(=O)C)(OC(=O)C)OC(=O)C.[Na+] (NaBH(OAc)3). Solvent: C(Cl)Cl (DCM). Conditions: time 8 hour. Yields the product C(C)N1N=CC=2C1=NC(=C(C2NC2CCOCC2)CNC(=O)C2=CC(=CC=C2)C(=O)NCC=2C=C(C=CC2C)C2=CC(=CC=C2)CN2CCNCCC2)CC (N-{[1,6-Diethyl-4-(tetrahydro-2H-pyran-4-ylamino)-1H-pyrazolo[3,4-b]pyridin-5-yl]methyl}-N′-{[3′-(hexahydro-1H-1,4-diazepin-1-ylmethyl)-4-methyl-3-biphenylyl]methyl}-1,3-benzenedicarboxamide). Reaction SMILES: [CH2:1]([N:3]1[C:7]2=[N:8][C:9]([CH2:48][CH3:49])=[C:10]([CH2:19][NH:20][C:21]([C:23]3[CH:28]=[CH:27][CH:26]=[C:25]([C:29]([NH:31][CH2:32][C:33]4[CH:34]=[C:35]([C:40]5[CH:45]=[CH:44][CH:43]=[C:42]([CH:46]=O)[CH:41]=5)[CH:36]=[CH:37][C:38]=4[CH3:39])=[O:30])[CH:24]=3)=[O:22])[C:11]([NH:12][CH:13]3[CH2:18][CH2:17][O:16][CH2:15][CH2:14]3)=[C:6]2[CH:5]=[N:4]1)[CH3:2].[N:50]1(C(OC(C)(C)C)=O)[CH2:56][CH2:55][CH2:54][NH:53][CH2:52][CH2:51]1.CC(O)=O.[BH-](OC(C)=O)(OC(C)=O)OC(C)=O.[Na+]>C(Cl)Cl>[CH2:1]([N:3]1[C:7]2=[N:8][C:9]([CH2:48][CH3:49])=[C:10]([CH2:19][NH:20][C:21]([C:23]3[CH:28]=[CH:27][CH:26]=[C:25]([C:29]([NH:31][CH2:32][C:33]4[CH:34]=[C:35]([C:40]5[CH:45]=[CH:44][CH:43]=[C:42]([CH2:46][N:50]6[CH2:56][CH2:55][CH2:54][NH:53][CH2:52][CH2:51]6)[CH:41]=5)[CH:36]=[CH:37][C:38]=4[CH3:39])=[O:30])[CH:24]=3)=[O:22])[C:11]([NH:12][CH:13]3[CH2:18][CH2:17][O:16][CH2:15][CH2:14]3)=[C:6]2[CH:5]=[N:4]1)[CH3:2] |f:3.4|. Reported procedure: To a solution of N-{[1,6-diethyl-4-(tetrahydro-2H-pyran-4-ylamino)-1H-pyrazolo[3,4-b]pyridin-5-yl]methyl}-N′-[(3′-formyl-4-methyl-3-biphenylyl)methyl]-1,3-benzenedicarboxamide (100 mg, 0.15 mmol) in DCM (2 mL) was added tert-butyl 1-homopiperazine carboxylate (0.04 mL, 0.23 mmol), AcOH (0.01 mL, 0.18 mmol) followed by NaBH(OAc)3 (64.3 mg, 0.30 mmol). The reaction mixture was stirred at RT overnight. The reaction was quenched with saturated NaHCO3 and extracted with DCM twice. The combined organi... The reactants are CN(C)CC1=CNC2=CC=C(C(=C12)Cl)OC (3-dimethylaminomethyl-4-chloro-5-methoxy-indole), [C-]#N.[K+] (potassium cyanide), CI (methyl iodide), ( d ). Product: C(#N)CC1=CNC2=CC=C(C(=C12)Cl)OC (3-cyanomethyl-4-chloro-5-methoxyindole). Isolated yield 91.2%. As a reaction SMILES: CN([CH2:4][C:5]1[C:13]2[C:8](=[CH:9][CH:10]=[C:11]([O:15][CH3:16])[C:12]=2[Cl:14])[NH:7][CH:6]=1)C.[C-:17]#[N:18].[K+].CI>>[C:17]([CH2:4][C:5]1[C:13]2[C:8](=[CH:9][CH:10]=[C:11]([O:15][CH3:16])[C:12]=2[Cl:14])[NH:7][CH:6]=1)#[N:18] |f:1.2|. Procedure details: Reaction of 3-dimethylaminomethyl-4-chloro-5-methoxy-indole (2.00 g, 8.40 mmol) with potassium cyanide (2.08 g, 32.0 mmol) and methyl iodide (4.72 g, 33.0 mmol) and subsequent workup as described in 1 (d) gave 3-cyanomethyl-4-chloro-5-methoxyindole (1.69 g), m.p. 138°-9° C. Reactants: Cc1cc(=O)n(-c2ccc(C(C)C)cc2)[nH]1, ClC(Cl)Cl, COC(=O)C(=O)C(F)(F)F. The product is COC(=O)C(O)(c1c(C)[nH]n(-c2ccc(C(C)C)cc2)c1=O)C(F)(F)F. Reaction SMILES: [CH:1]([CH3:2])([CH3:3])[c:4]1[cH:5][cH:6][c:7](-[n:10]2[nH:11][c:12]([CH3:16])[cH:13][c:14]2=[O:15])[cH:8][cH:9]1.[CH:27]([Cl:28])([Cl:29])[Cl:30].[F:17][C:18]([C:19]([C:20](=[O:21])[O:22][CH3:23])=[O:24])([F:25])[F:26]>>[CH:1]([CH3:2])([CH3:3])[c:4]1[cH:5][cH:6][c:7](-[n:10]2[nH:11][c:12]([CH3:16])[c:13]([C:19]([C:18]([F:17])([F:25])[F:26])([C:20](=[O:21])[O:22][CH3:23])[OH:24])[c:14]2=[O:15])[cH:8][cH:9]1. Reactants: CCCC[N+](CCCC)(CCCC)CCCC, CCN(C(C)C)C(C)C, COc1ccc(C(=O)Nc2cc(NC(=O)c3ccc(OCCCCl)cc3)ccc2C)cc1OC, [I-], O. Yields the product COc1ccc(C(=O)Nc2cc(NC(=O)c3ccc(OCCCO)cc3)ccc2C)cc1OC. As a reaction SMILES: [CH2:46]([N+:47]([CH2:48][CH2:49][CH2:50][CH3:51])([CH2:52][CH2:53][CH2:54][CH3:55])[CH2:56][CH2:57][CH2:58][CH3:59])[CH2:60][CH2:61][CH3:62].[CH:35]([N:36]([CH:37]([CH3:38])[CH3:39])[CH2:40][CH3:41])([CH3:42])[CH3:43].[Cl:1][CH2:2][CH2:3][CH2:4][O:5][c:6]1[cH:7][cH:8][c:9]([C:10](=[O:11])[NH:12][c:13]2[cH:14][cH:15][c:16]([CH3:32])[c:17]([NH:19][C:20]([c:21]3[cH:22][c:23]([O:29][CH3:30])[c:24]([O:27][CH3:28])[cH:25][cH:26]3)=[O:31])[cH:18]2)[cH:33][cH:34]1.[I-:45].[OH2:44]>>[CH2:2]([CH2:3][CH2:4][O:5][c:6]1[cH:7][cH:8][c:9]([C:10](=[O:11])[NH:12][c:13]2[cH:14][cH:15][c:16]([CH3:32])[c:17]([NH:19][C:20]([c:21]3[cH:22][c:23]([O:29][CH3:30])[c:24]([O:27][CH3:28])[cH:25][cH:26]3)=[O:31])[cH:18]2)[cH:33][cH:34]1)[OH:44]. The reactants are BrC1=C(C=C(C=C1)OC)C1=CC=CC=C1 (2-bromo-5-methoxybiphenyl), C1(=CC=C2C=CC3=CC=CC4=CC=C1C2=C34)B(O)O (pyren-1-ylboronic acid), C(=O)([O-])[O-].[Na+].[Na+] (Na2CO3), CCO (EtOH). Reagents/catalysts: C=1C=CC(=CC1)[P](C=2C=CC=CC2)(C=3C=CC=CC3)[Pd]([P](C=4C=CC=CC4)(C=5C=CC=CC5)C=6C=CC=CC6)([P](C=7C=CC=CC7)(C=8C=CC=CC8)C=9C=CC=CC9)[P](C=1C=CC=CC1)(C=1C=CC=CC1)C=1C=CC=CC1 (tetrakis(triphenylphosphine)palladium). Solvent: C1(=CC=CC=C1)C (toluene). Run at temperature 90 celsius. The product is COC=1C=CC(=C(C1)C1=CC=CC=C1)C1=CC=C2C=CC3=CC=CC4=CC=C1C2=C34 (1-(5-methoxybiphenyl-2-yl)pyrene). Yield: 76.1%. As a reaction SMILES: Br[C:2]1[CH:7]=[CH:6][C:5]([O:8][CH3:9])=[CH:4][C:3]=1[C:10]1[CH:15]=[CH:14][CH:13]=[CH:12][CH:11]=1.[C:16]1(B(O)O)[C:29]2[C:30]3=[C:31]4[C:26](=[CH:27][CH:28]=2)[CH:25]=[CH:24][CH:23]=[C:22]4[CH:21]=[CH:20][C:19]3=[CH:18][CH:17]=1.C([O-])([O-])=O.[Na+].[Na+].CCO>C1C=CC([P]([Pd]([P](C2C=CC=CC=2)(C2C=CC=CC=2)C2C=CC=CC=2)([P](C2C=CC=CC=2)(C2C=CC=CC=2)C2C=CC=CC=2)[P](C2C=CC=CC=2)(C2C=CC=CC=2)C2C=CC=CC=2)(C2C=CC=CC=2)C2C=CC=CC=2)=CC=1.C1(C)C=CC=CC=1>[CH3:9][O:8][C:5]1[CH:6]=[CH:7][C:2]([C:23]2[C:22]3[C:31]4=[C:30]5[C:19](=[CH:20][CH:21]=3)[CH:18]=[CH:17][CH:16]=[C:29]5[CH:28]=[CH:27][C:26]4=[CH:25][CH:24]=2)=[C:3]([C:10]2[CH:15]=[CH:14][CH:13]=[CH:12][CH:11]=2)[CH:4]=1 |f:2.3.4,^1:47,49,68,87|. Procedure details: A mixture of 11.1 g (42.4 mmol) of 2-bromo-5-methoxybiphenyl, 10.43 g (42.4 mmol) of pyren-1-ylboronic acid, 0.5 g (0.424 mmol) of tetrakis(triphenylphosphine)palladium, 32 ml of 2M Na2CO3, 80 ml of EtOH and 160 ml toluene was degassed and placed under nitrogen, and then heated at 90° C. for 24 h. After finishing the reaction, the mixture was allowed to cool to room temperature. The organic layer was extracted with ethyl acetate and water, dried with anhydrous magnesium sulfate, the solvent was ... Starting materials: Cc1cc(C)c(CNC(=O)c2cc(Br)cc(N(C)C3CCOCC3)c2C)c(=O)[nH]1, O=C([O-])[O-], CN(C)Cc1ccc(B2OC(C)(C)C(C)(C)O2)cc1, [Na+], [Na+], C1COCCO1, O, c1ccc(P(c2ccccc2)(c2ccccc2)[Pd](P(c2ccccc2)(c2ccccc2)c2ccccc2)(P(c2ccccc2)(c2ccccc2)c2ccccc2)P(c2ccccc2)(c2ccccc2)c2ccccc2)cc1. Product: Cc1cc(C)c(CNC(=O)c2cc(-c3ccc(CN(C)C)cc3)cc(N(C)C3CCOCC3)c2C)c(=O)[nH]1. Reaction SMILES: [Br:1][c:2]1[cH:3][c:4]([N:22]([CH:23]2[CH2:24][CH2:25][O:26][CH2:27][CH2:28]2)[CH3:29])[c:5]([CH3:21])[c:6]([C:7](=[O:8])[NH:9][CH2:10][c:11]2[c:12](=[O:19])[nH:13][c:14]([CH3:18])[cH:15][c:16]2[CH3:17])[cH:20]1.[C:49](=[O:50])([O-:51])[O-:52].[CH3:30][N:31]([CH2:32][c:33]1[cH:34][cH:35][c:36]([B:39]2[O:40][C:41]([CH3:42])([CH3:43])[C:44]([CH3:45])([CH3:46])[O:47]2)[cH:37][cH:38]1)[CH3:48].[Na+:53].[Na+:54].[O:56]1[CH2:57][CH2:58][O:59][CH2:60][CH2:61]1.[OH2:55].[cH:62]1[cH:63][cH:64][c:65]([P:66]([Pd:67]([P:68]([c:69]2[cH:70][cH:71][cH:72][cH:73][cH:74]2)([c:75]2[cH:76][cH:77][cH:78][cH:79][cH:80]2)[c:81]2[cH:82][cH:83][cH:84][cH:85][cH:86]2)([P:87]([c:88]2[cH:89][cH:90][cH:91][cH:92][cH:93]2)([c:94]2[cH:95][cH:96][cH:97][cH:98][cH:99]2)[c:100]2[cH:101][cH:102][cH:103][cH:104][cH:105]2)[P:106]([c:107]2[cH:108][cH:109][cH:110][cH:111][cH:112]2)([c:113]2[cH:114][cH:115][cH:116][cH:117][cH:118]2)[c:119]2[cH:120][cH:121][cH:122][cH:123][cH:124]2)([c:125]2[cH:126][cH:127][cH:128][cH:129][cH:130]2)[c:131]2[cH:132][cH:133][cH:134][cH:135][cH:136]2)[cH:137][cH:138]1>>[c:2]1(-[c:36]2[cH:35][cH:34][c:33]([CH2:32][N:31]([CH3:30])[CH3:48])[cH:38][cH:37]2)[cH:3][c:4]([N:22]([CH:23]2[CH2:24][CH2:25][O:26][CH2:27][CH2:28]2)[CH3:29])[c:5]([CH3:21])[c:6]([C:7](=[O:8])[NH:9][CH2:10][c:11]2[c:12](=[O:19])[nH:13][c:14]([CH3:18])[cH:15][c:16]2[CH3:17])[cH:20]1. Starting materials: O=C1NC2=C(CCN1C1CCN(CC1)C(=O)O[C@@H](C(=O)N1CCC(CC1)N1CCN(CC1)C)CC1=CC(=C(C(=C1)C(F)(F)F)N)Cl)C=CC=C2 ((R)-1-(4-amino-3-chloro-5-trifluoromethyl-benzyl)-2-[4-(4-methyl-piperazin-1-yl)-piperidin-1-yl]-2-oxo-ethyl 4-(2-oxo-1,2,4,5-tetrahydro-1,3-benzodiazepin-3-yl)-piperidine-1-carboxylate), S(O)(O)(=O)=O (sulphuric acid). The solvent is CO (methanol). Conditions: time 3 hour. Product: S(=O)(=O)(O)O.O=C1NC2=C(CCN1C1CCN(CC1)C(=O)O[C@@H](C(=O)N1CCC(CC1)N1CCN(CC1)C)CC1=CC(=C(C(=C1)C(F)(F)F)N)Cl)C=CC=C2 ((R)-1-(4-amino-3-chloro-5-trifluoromethyl-benzyl)-2-[4-(4-methyl-piperazin-1-yl)-piperidin-1-yl]-2-oxo-ethyl 4-(2-oxo-1,2,4,5-tetrahydro-1,3-benzodiazepin-3-yl)-piperidine-1-carboxylate sulphate). RXN SMILES: [O:1]=[C:2]1[N:8]([CH:9]2[CH2:14][CH2:13][N:12]([C:15]([O:17][C@H:18]([CH2:34][C:35]3[CH:40]=[C:39]([C:41]([F:44])([F:43])[F:42])[C:38]([NH2:45])=[C:37]([Cl:46])[CH:36]=3)[C:19]([N:21]3[CH2:26][CH2:25][CH:24]([N:27]4[CH2:32][CH2:31][N:30]([CH3:33])[CH2:29][CH2:28]4)[CH2:23][CH2:22]3)=[O:20])=[O:16])[CH2:11][CH2:10]2)[CH2:7][CH2:6][C:5]2[CH:47]=[CH:48][CH:49]=[CH:50][C:4]=2[NH:3]1.[S:51](=[O:55])(=[O:54])([OH:53])[OH:52]>CO>[S:51]([OH:55])([OH:54])(=[O:53])=[O:52].[O:1]=[C:2]1[N:8]([CH:9]2[CH2:14][CH2:13][N:12]([C:15]([O:17][C@H:18]([CH2:34][C:35]3[CH:40]=[C:39]([C:41]([F:43])([F:42])[F:44])[C:38]([NH2:45])=[C:37]([Cl:46])[CH:36]=3)[C:19]([N:21]3[CH2:26][CH2:25][CH:24]([N:27]4[CH2:28][CH2:29][N:30]([CH3:33])[CH2:31][CH2:32]4)[CH2:23][CH2:22]3)=[O:20])=[O:16])[CH2:11][CH2:10]2)[CH2:7][CH2:6][C:5]2[CH:47]=[CH:48][CH:49]=[CH:50][C:4]=2[NH:3]1 |f:3.4|. Procedure details: 0.5 g (0.69 mmol) (R)-1-(4-amino-3-chloro-5-trifluoromethyl-benzyl)-2-[4-(4-methyl-piperazin-1-yl)-piperidin-1-yl]-2-oxo-ethyl 4-(2-oxo-1,2,4,5-tetrahydro-1,3-benzodiazepin-3-yl)-piperidine-1-carboxylate are dissolved in 10 ml of methanol at ambient temperature. After the addition of 100 μl sulphuric acid (48% in water) the mixture is stirred for 3 hours at ambient temperature. After about 5 ml of methanol has been evaporated off, 1 ml of tert-butylmethylether is added, whereupon an oil is preci...